This data is from the Open Reaction Database (ORD), a public repository of structured organic reaction records. The task is: describe an organic reaction: reactants, conditions, products, and yield The reactants are OC1=CC=C2CCCC(C2=C1)=O (7-hydroxy-1-tetralone), C(=O)([O-])[O-].[K+].[K+] (K2CO3), C(C1=CC=CC=C1)Br (benzyl bromide). The solvent is CN(C)C=O (DMF). Reaction conditions: time 18 hour. The product is C(C1=CC=CC=C1)OC1=CC=C2CCCC(C2=C1)=O (7-benzyloxy-1-tetralone). The yield is 90.6%. As a reaction SMILES: [OH:1][C:2]1[CH:11]=[C:10]2[C:5]([CH2:6][CH2:7][CH2:8][C:9]2=[O:12])=[CH:4][CH:3]=1.C([O-])([O-])=O.[K+].[K+].[CH2:19](Br)[C:20]1[CH:25]=[CH:24][CH:23]=[CH:22][CH:21]=1>CN(C=O)C>[CH2:19]([O:1][C:2]1[CH:11]=[C:10]2[C:5]([CH2:6][CH2:7][CH2:8][C:9]2=[O:12])=[CH:4][CH:3]=1)[C:20]1[CH:25]=[CH:24][CH:23]=[CH:22][CH:21]=1 |f:1.2.3|. Reported procedure: To a suspension of 7-hydroxy-1-tetralone (1.0 g, 0.0061 mol) and K2CO3 (5.5 g) in DMF (20 mL) under an argon atmosphere was added benzyl bromide (0.725 mL, 0.0061 mol) at room temperature. The reaction mixture was then stirred at room temperature for 18 h before being poured onto ice. The aqueous solution was extracted with ethyl acetate, washed with water, dried over anhydrous Na2SO4, filtered and concentrated. The residue was purified by column chromatography on silica gel using ethyl acetate-... The reagents and catalysts are C1(=CC=C(C=C1)S(=O)(=O)O)C (para-toluenesulfonic acid). Yields the product CC(C#C)(OC1OCCCC1)C (2-(1,1-dimethyl-prop-2-ynyloxy)-tetrahydropyran). As a reaction SMILES: [CH3:1][C:2]([OH:6])([C:4]#[CH:5])[CH3:3].[O:7]1[CH:12]=[CH:11][CH2:10][CH2:9][CH2:8]1>ClCCl.C1(C)C=CC(S(O)(=O)=O)=CC=1>[CH3:1][C:2]([CH3:3])([O:6][CH:8]1[CH2:9][CH2:10][CH2:11][CH2:12][O:7]1)[C:4]#[CH:5]. Reactants: CC(C)(C#C)O (2-methyl-3-butyn-2-ol), O1CCCC=C1 (2,3-dihydropyran). The solvent is ClCCl (dichloromethane). Isolated yield 100.0%. Procedure: To a solution of 2-methyl-3-butyn-2-ol (17.0 g, 202.1 mmol) in dichloromethane (200 mL) cooled to 0° C. was added 2,3-dihydropyran (22.0 mL, 258.4 mmol), followed by para-toluenesulfonic acid (10 mg, 0.05 mmol). The mixture was allowed to slowly warm to room temperature over 3 h, then washed with a saturated aqueous solution of sodium bicarbonate, followed by brine, then dried (sodium sulfate), and concentrated to provide 34.0 g (97%) of 2-(1,1-dimethyl-prop-2-ynyloxy)-tetrahydropyran as a clear... Reactants: [BH4-], CO, CC(C)(C)OC(=O)C(CCO[Si](C)(C)C(C)(C)C)C(=O)CCc1ccc(I)cc1, [Na+]. Product: CC(C)(C)OC(=O)C(CCO[Si](C)(C)C(C)(C)C)C(O)CCc1ccc(I)cc1. RXN SMILES: [BH4-:1].[CH3:32][OH:33].[CH3:3][C:4]([CH3:5])([CH3:6])[Si:7]([O:8][CH2:9][CH2:10][CH:11]([C:12](=[O:13])[O:14][C:15]([CH3:16])([CH3:17])[CH3:18])[C:19]([CH2:20][CH2:21][c:22]1[cH:23][cH:24][c:25]([I:28])[cH:26][cH:27]1)=[O:29])([CH3:30])[CH3:31].[Na+:2]>>[CH3:3][C:4]([CH3:5])([CH3:6])[Si:7]([O:8][CH2:9][CH2:10][CH:11]([C:12](=[O:13])[O:14][C:15]([CH3:16])([CH3:17])[CH3:18])[CH:19]([CH2:20][CH2:21][c:22]1[cH:23][cH:24][c:25]([I:28])[cH:26][cH:27]1)[OH:29])([CH3:30])[CH3:31]. Reported procedure: This title compound was prepared following procedure described in example 42 step 3 wherein 3-(3,4-dichloro-benzenesulfonylamino)-pyrazine-2-carboxylic acid was coupled with morpholine. The crude was purified by flash column (65% ethyl acetate in hexane) to afford the above title product as a white powder. MS: (M+Na)/z=451.0. Starting materials: ClC=1C=C(C=CC1Cl)S(=O)(=O)NC=1C(=NC=CN1)C(=O)O (3-(3,4-dichloro-benzenesulfonylamino)-pyrazine-2-carboxylic acid), N1CCOCC1 (morpholine). The product is ClC=1C=C(C=CC1Cl)S(=O)(=O)NC1=NC=CN=C1C(=O)N1CCOCC1 (3,4-Dichloro-N-[3-(morpholine-4-carbonyl)-pyrazin-2-yl]benzenesulfonamide). RXN SMILES: [Cl:1][C:2]1[CH:3]=[C:4]([S:9]([NH:12][C:13]2[C:14]([C:19]([OH:21])=O)=[N:15][CH:16]=[CH:17][N:18]=2)(=[O:11])=[O:10])[CH:5]=[CH:6][C:7]=1[Cl:8].[NH:22]1[CH2:27][CH2:26][O:25][CH2:24][CH2:23]1>>[Cl:1][C:2]1[CH:3]=[C:4]([S:9]([NH:12][C:13]2[C:14]([C:19]([N:22]3[CH2:27][CH2:26][O:25][CH2:24][CH2:23]3)=[O:21])=[N:15][CH:16]=[CH:17][N:18]=2)(=[O:10])=[O:11])[CH:5]=[CH:6][C:7]=1[Cl:8]. The reactants are CS(=O)(=O)OC(CO)CC1c2ccccc2Oc2ccc(F)cc2C1N=[N+]=[N-], [K+], [K+], O=C([O-])[O-]. Yields the product [N-]=[N+]=NC1c2cc(F)ccc2Oc2ccccc2C1CC1CO1. As a reaction SMILES: [CH3:1][S:2](=[O:4])([O:5][CH:6]([CH2:7][CH:8]1[CH:9]([N:24]=[N+:25]=[N-:26])[c:10]2[c:11]([cH:19][cH:20][c:21]([F:23])[cH:22]2)[O:12][c:13]2[c:14]1[cH:15][cH:16][cH:17][cH:18]2)[CH2:27][OH:3])=[O:28].[K+:29].[K+:30].[O-:31][C:32]([O-:33])=[O:34]>>[O:5]1[CH:6]([CH2:7][CH:8]2[CH:9]([N:24]=[N+:25]=[N-:26])[c:10]3[c:11]([cH:19][cH:20][c:21]([F:23])[cH:22]3)[O:12][c:13]3[c:14]2[cH:15][cH:16][cH:17][cH:18]3)[CH2:27]1.